This data is from the Open Reaction Database (ORD), a public repository of structured organic reaction records. The task is: describe an organic reaction: reactants, conditions, products, and yield The reactants are [OH-].[Na+] (sodium hydroxide), C(#N)[BH3-].[Na+] (sodium cyanoborohydride), CNC (dimethylamine), solution, Cl (hydrochloric acid), solution, [Si](C)(C)(C(C)(C)C)N1C([C@H]([C@@H]1SC(C1=CC=CC=C1)(C1=CC=CC=C1)C1=CC=CC=C1)C=O)=O (trans 1-(t-butyldimethylsilyl)-3-formyl-4-tritylthio-2-azetidinone). The solvent is CO (methanol), CO (methanol), CO (methanol), CO (methanol). Conditions: time 3.5 hour. Product: [Si](C)(C)(C(C)(C)C)N1C(C(C1SC(C1=CC=CC=C1)(C1=CC=CC=C1)C1=CC=CC=C1)CN(C)C)=O (1-(t-butyldimethylsilyl)-3-dimethylaminomethyl-4-tritylthio-2-azetidinone), crude oil. As a reaction SMILES: [CH3:1][NH:2][CH3:3].Cl.[Si:5]([N:12]1[C@@H:15]([S:16][C:17]([C:30]2[CH:35]=[CH:34][CH:33]=[CH:32][CH:31]=2)([C:24]2[CH:29]=[CH:28][CH:27]=[CH:26][CH:25]=2)[C:18]2[CH:23]=[CH:22][CH:21]=[CH:20][CH:19]=2)[C@H:14]([CH:36]=O)[C:13]1=[O:38])([C:8]([CH3:11])([CH3:10])[CH3:9])([CH3:7])[CH3:6].C([BH3-])#N.[Na+].[OH-].[Na+]>CO>[Si:5]([N:12]1[CH:15]([S:16][C:17]([C:30]2[CH:31]=[CH:32][CH:33]=[CH:34][CH:35]=2)([C:24]2[CH:25]=[CH:26][CH:27]=[CH:28][CH:29]=2)[C:18]2[CH:23]=[CH:22][CH:21]=[CH:20][CH:19]=2)[CH:14]([CH2:36][N:2]([CH3:3])[CH3:1])[C:13]1=[O:38])([C:8]([CH3:10])([CH3:9])[CH3:11])([CH3:7])[CH3:6] |f:3.4,5.6|. Procedure details: To a solution of dimethylamine (18.5 ml of a 2N solution in methanol, 36.9 mmoles) in methanol (80 ml) was added a solution of hydrochloric acid in methanol (2.5 ml of a 5N solution in methanol) followed by trans 1-(t-butyldimethylsilyl)-3-formyl-4-tritylthio-2-azetidinone (3.0 g, 6.16 mmoles) and by sodium cyanoborohydride (0.27 g, 4.31 mmoles). The mixture was stirred at room temperature for 3.5 h, poured onto ice-hydrochloric acid (pH=2) and made basic with sodium hydroxide (1N NaOH, pH=9). T... Starting materials: CC(C)(C)C#CC=CCBr, COC(C)(C)C#CC=CCBr, NCCOCCOc1cccc(-c2ccsc2)c1, NCCCCCOc1cccc(-c2ccsc2)c1. The product is COC(C)(C)C#CC=CCNCCCCCOc1cccc(-c2ccsc2)c1. RXN SMILES: [CH3:19][C:20]([CH3:21])([CH3:22])[C:23]#[C:24][CH:25]=[CH:26][CH2:27][Br:28].[CH3:47][O:48][C:49]([C:50]#[C:51][CH:52]=[CH:53][CH2:54][Br:55])([CH3:56])[CH3:57].[s:1]1[cH:2][cH:3][c:4](-[c:5]2[cH:6][c:7]([O:11][CH2:12][CH2:13][O:14][CH2:15][CH2:16][NH2:17])[cH:8][cH:9][cH:10]2)[cH:18]1.[s:29]1[cH:30][c:31](-[c:34]2[cH:35][c:36]([O:37][CH2:38][CH2:39][CH2:40][CH2:41][CH2:42][NH2:43])[cH:44][cH:45][cH:46]2)[cH:32][cH:33]1>>[s:29]1[cH:30][c:31](-[c:34]2[cH:35][c:36]([O:37][CH2:38][CH2:39][CH2:40][CH2:41][CH2:42][NH:43][CH2:54][CH:53]=[CH:52][C:51]#[C:50][C:49]([O:48][CH3:47])([CH3:56])[CH3:57])[cH:44][cH:45][cH:46]2)[cH:32][cH:33]1. The reactants are Cc1cc(C)[nH]n1, CNC1CCCCC1NC, CCOC(C)=O, Cc1ccccc1, [Cu]I, OC(c1ccccc1I)C(F)(F)F, [K+], [K+], O=C([O-])[O-]. The product is Cc1cc(C)n(-c2ccccc2C(O)C(F)(F)F)n1. RXN SMILES: [CH3:14][c:15]1[n:16][nH:17][c:18]([CH3:20])[cH:19]1.[CH3:27][NH:28][CH:29]1[CH2:30][CH2:31][CH2:32][CH2:33][CH:34]1[NH:35][CH3:36].[CH3:37][CH2:38][O:39][C:40](=[O:41])[CH3:42].[CH3:45][c:46]1[cH:47][cH:48][cH:49][cH:50][cH:51]1.[Cu:43][I:44].[F:1][C:2]([CH:3]([OH:4])[c:5]1[c:6]([I:11])[cH:7][cH:8][cH:9][cH:10]1)([F:12])[F:13].[K+:21].[K+:22].[O-:23][C:24]([O-:25])=[O:26]>>[F:1][C:2]([CH:3]([OH:4])[c:5]1[c:6](-[n:17]2[n:16][c:15]([CH3:14])[cH:19][c:18]2[CH3:20])[cH:7][cH:8][cH:9][cH:10]1)([F:12])[F:13]. Reactants: C#CCO, C1CN2CCN1CC2, COc1cc(Br)ccc1[N+](=O)[O-], CC#N, CCOCC. The product is COc1cc(C#CCO)ccc1[N+](=O)[O-]. Reaction SMILES: [CH2:13]([C:14]#[CH:15])[OH:16].[CH2:17]1[N:18]2[CH2:19][CH2:20][N:21]([CH2:22][CH2:23]2)[CH2:24]1.[CH3:1][O:2][c:3]1[c:4]([N+:10](=[O:11])[O-:12])[cH:5][cH:6][c:7]([Br:9])[cH:8]1.[CH3:25][C:26]#[N:27].[CH3:28][CH2:29][O:30][CH2:31][CH3:32]>>[CH3:1][O:2][c:3]1[c:4]([N+:10](=[O:11])[O-:12])[cH:5][cH:6][c:7]([C:15]#[C:14][CH2:13][OH:16])[cH:8]1. The reactants are NaBH(tri-acetate), FC1=C(C(=O)NC2=NC(=CC=C2)OC2CCNCC2)C(=CC(=C1)F)F (2,4,6-Trifluoro-N-[6-(piperidin-4-yloxy)pyridin-2-yl]-benzamide), C(CC)=O (propionaldehyde), C(C)(=O)O (acetic acid). Run in C1CCOC1 (THF). The product is FC1=C(C(=O)NC2=NC(=CC=C2)OC2CCN(CC2)CCC)C(=CC(=C1)F)F (2,4,6-Trifluoro-N-[6-(1-propyl-piperidin-4-yloxy)-pyridin-2-yl]-benzamide). Yield: 68.7%. Reaction SMILES: [F:1][C:2]1[CH:23]=[C:22]([F:24])[CH:21]=[C:20]([F:25])[C:3]=1[C:4]([NH:6][C:7]1[CH:12]=[CH:11][CH:10]=[C:9]([O:13][CH:14]2[CH2:19][CH2:18][NH:17][CH2:16][CH2:15]2)[N:8]=1)=[O:5].[CH:26](=O)[CH2:27][CH3:28].C(O)(=O)C>C1COCC1>[F:25][C:20]1[CH:21]=[C:22]([F:24])[CH:23]=[C:2]([F:1])[C:3]=1[C:4]([NH:6][C:7]1[CH:12]=[CH:11][CH:10]=[C:9]([O:13][CH:14]2[CH2:15][CH2:16][N:17]([CH2:26][CH2:27][CH3:28])[CH2:18][CH2:19]2)[N:8]=1)=[O:5]. Procedure details: Combine 2,4,6-trifluoro-N-[6-(piperidin-4-yloxy)pyridin-2-yl]-benzamide (example 84, 250 mg, 0.71 mmol), propionaldehyde (124 mg, 2.14 mmol), acetic acid (85 mg, 1.42 mmol), molecular sieve 4 Å (0.4 g) and THF (6 mL), stir for 15 min. Then add NaBH(tri-acetate) portionwise and stir for 3 hr. Quench the reaction with 0.1N NaOH, extract with methylene dichloride three times. Combine the organic layers, dry over Na2SO4, filter and concentrate to give a residue. Chromatography (silica gel) eluting w... The reactants are C1(=CC=CC=C1)C1=C(N(C2=CC=CC=C12)S(=O)(=O)C1=CC=C(C)C=C1)CN1C2=NC=NC(=C2N=C1)N (9-((3-phenyl-1-tosyl-1H-indol-2-yl)methyl)-9H-purin-6-amine), [OH-].[K+] (KOH). The solvent is CO (MeOH). Run at temperature 70 celsius, time 5 hour. Product: C1(=CC=CC=C1)C1=C(NC2=CC=CC=C12)CN1C2=NC=NC(=C2N=C1)N (9-((3-phenyl-1H-indol-2-yl)methyl)-9H-purin-6-amine). Isolated yield 44.9%. Reaction SMILES: [C:1]1([C:7]2[C:15]3[C:10](=[CH:11][CH:12]=[CH:13][CH:14]=3)[N:9](S(C3C=CC(C)=CC=3)(=O)=O)[C:8]=2[CH2:26][N:27]2[CH:35]=[N:34][C:33]3[C:28]2=[N:29][CH:30]=[N:31][C:32]=3[NH2:36])[CH:6]=[CH:5][CH:4]=[CH:3][CH:2]=1.[OH-].[K+]>CO>[C:1]1([C:7]2[C:15]3[C:10](=[CH:11][CH:12]=[CH:13][CH:14]=3)[NH:9][C:8]=2[CH2:26][N:27]2[CH:35]=[N:34][C:33]3[C:28]2=[N:29][CH:30]=[N:31][C:32]=3[NH2:36])[CH:2]=[CH:3][CH:4]=[CH:5][CH:6]=1 |f:1.2|. Procedure details: A mixture of 9-[3-phenyl-1-(toluene-4-sulfonyl)-1H-indol-2-ylmethyl]-9H-purin-6-ylamine from Example 22 (330 mg, 0.667 mmol) and 2M KOH (1.3 mL) in MeOH (20 mL) was stirred at 70° C. for 5 h. Volatiles were removed under reduced pressure and the resulting residue was diluted with water. The pH of the solution was adjusted to 1 by addition of 1M HCl and then to 8 by addition of a saturated solution of NaHCO3. The aqueous layer was extracted with EtOAc (×3) and the combined organic layers were dri... The reactants are [Na] (sodium), C(C)OC(C(CCCCCC)Br)=O (2-bromo-octanoic acid ethyl ester), C1(=CCCCCCC1)C1=CC=C(C=C1)O (p-(1-cyclooctenyl)-phenol). The solvent is C(C)O (ethanol). Run at temperature 50 celsius, time 30 minute. The product is α-[p-cyclooctenyl)-phenoxy, C(C)OC(CCCCCCC)=O (octanoic acid ethyl ester). RXN SMILES: [Na].C1(C2C=CC(O)=CC=2)CCCCCCC=1.[CH2:17]([O:19][C:20](=[O:29])[CH:21](Br)[CH2:22][CH2:23][CH2:24][CH2:25][CH2:26][CH3:27])[CH3:18]>C(O)C>[CH2:17]([O:19][C:20](=[O:29])[CH2:21][CH2:22][CH2:23][CH2:24][CH2:25][CH2:26][CH3:27])[CH3:18] |^1:0|. Procedure details: To 2.1 g of sodium in 150 ml of absolute ethanol are added with stirring 15 g of p-(1-cyclooctenyl)-phenol. After stirring has continued for a further 30 minutes, 30 g of 2-bromo-octanoic acid ethyl ester are slowly added dropwise to this solution and the mixture is maintained at 50° C for 24 hours. After the solvent has been removed in vacuo the residue is partitioned at 0° C between ether and 2N sodium hydroxide solutuion. The organic phase is washed until neutral, dried over sodium sulphate a...